Dataset: the Open Reaction Database (ORD), a public repository of structured organic reaction records. Task: describe an organic reaction: reactants, conditions, products, and yield Starting materials: ClC1=NC(=NC=C1)C(F)(F)F (4-Chloro-2-trifluoromethylpyrimidine), C(C)(C)[Mg]Cl (isopropylmagnesium chloride), BrC1=CN=C2N1C=CC(=N2)C(C)(O[Si](CC)(CC)CC)C (3-bromo-7-(1-methyl-1-triethylsilanyloxyethyl)imidazo[1,2-α]pyrimidine), C(CCC)[Sn](CCCC)(CCCC)Cl (tributyltin chloride). Reagents/catalysts: C=1C=CC(=CC1)[P](C=2C=CC=CC2)(C=3C=CC=CC3)[Pd]([P](C=4C=CC=CC4)(C=5C=CC=CC5)C=6C=CC=CC6)([P](C=7C=CC=CC7)(C=8C=CC=CC8)C=9C=CC=CC9)[P](C=1C=CC=CC1)(C=1C=CC=CC1)C=1C=CC=CC1 (tetrakis(triphenylphosphine)palladium(0)). Run in C1CCOC1 (THF). Conditions: temperature -78 celsius, time 15 minute. Yields the product CC(C)(O[Si](CC)(CC)CC)C1=NC=2N(C=C1)C(=CN2)C2=NC(=NC=C2)C(F)(F)F (7-(1-methyl-1-triethylsilanyloxyethyl)-3-(2-trifluoromethylpyrimidin-4-yl)imidazo[1,2-α]pyrimidine). Isolated yield 31.1%. As a reaction SMILES: C([Mg]Cl)(C)C.Br[C:7]1[N:11]2[CH:12]=[CH:13][C:14]([C:16]([CH3:26])([O:18][Si:19]([CH2:24][CH3:25])([CH2:22][CH3:23])[CH2:20][CH3:21])[CH3:17])=[N:15][C:10]2=[N:9][CH:8]=1.C([Sn](Cl)(CCCC)CCCC)CCC.Cl[C:42]1[CH:47]=[CH:46][N:45]=[C:44]([C:48]([F:51])([F:50])[F:49])[N:43]=1>C1COCC1.C1C=CC([P]([Pd]([P](C2C=CC=CC=2)(C2C=CC=CC=2)C2C=CC=CC=2)([P](C2C=CC=CC=2)(C2C=CC=CC=2)C2C=CC=CC=2)[P](C2C=CC=CC=2)(C2C=CC=CC=2)C2C=CC=CC=2)(C2C=CC=CC=2)C2C=CC=CC=2)=CC=1>[CH3:17][C:16]([C:14]1[CH:13]=[CH:12][N:11]2[C:7]([C:42]3[CH:47]=[CH:46][N:45]=[C:44]([C:48]([F:51])([F:50])[F:49])[N:43]=3)=[CH:8][N:9]=[C:10]2[N:15]=1)([O:18][Si:19]([CH2:24][CH3:25])([CH2:22][CH3:23])[CH2:20][CH3:21])[CH3:26] |^1:60,62,81,100|. Procedure: A solution of isopropylmagnesium chloride (2.0M in THF, 525 μl, 1.05 mmol) was added dropwise to a stirred suspension of 3-bromo-7-(1-methyl-1-triethylsilanyloxyethyl)imidazo[1,2-α]pyrimidine (370 mg, 1.0 mmol) in THF (5 ml) at −78° C. under N2. The resulting solution was stirred at −78° C. for 15 min and then tributyltin chloride (298 μl, 1.1 mmol) was added. The reaction was warmed to 0° C. and stirred for 1 h. 4-Chloro-2-trifluoromethylpyrimidine (200 mg, 1.1 mmol) and tetrakis(triphenylphosp... Reactants: [BH4-], C#Cc1cnc(C(=O)c2ccccc2)n1C, CO, [Na+], O. Product: C#Cc1cnc(C(O)c2ccccc2)n1C. Reaction SMILES: [BH4-:17].[C:1](#[CH:2])[c:3]1[cH:4][n:5][c:6]([C:9](=[O:10])[c:11]2[cH:12][cH:13][cH:14][cH:15][cH:16]2)[n:7]1[CH3:8].[CH3:20][OH:21].[Na+:18].[OH2:19]>>[C:1](#[CH:2])[c:3]1[cH:4][n:5][c:6]([CH:9]([OH:10])[c:11]2[cH:12][cH:13][cH:14][cH:15][cH:16]2)[n:7]1[CH3:8]. The reactants are C(C1=CC=CC=C1)OC=1C(=C2CCC(OC2=C(C1C)C)(CCO)C)C (rac.-6-benzyloxy-2,5,7,8-tetramethylchroman-2ethanol), C1(=CC=C(C=C1)S(=O)(=O)OCCC1(OC2=C(C(=C(C(=C2CC1)C)OCC1=CC=CC=C1)C)C)C)C (rac.-6-benzyloxy-2,5,7,8-tetramethylchroman-2-ethanol p-toluenesulfonate). Yields the product C(C1=CC=CC=C1)OC=1C(=C2CCC(OC2=C(C1C)C)(CCO)C)C.C1(=CC=C(C=C1)S(=O)(=O)[O-])C (rac.-6-Benzyloxy-2,5,7,8-tetramethylchroman-2-ethanol p-toluensulfonate). Reaction SMILES: [CH2:1]([O:8][C:9]1[C:10]([CH3:25])=[C:11]2[C:16](=[C:17]([CH3:20])[C:18]=1[CH3:19])[O:15][C:14]([CH3:24])([CH2:21][CH2:22][OH:23])[CH2:13][CH2:12]2)[C:2]1[CH:7]=[CH:6][CH:5]=[CH:4][CH:3]=1.[C:26]1([CH3:60])[CH:31]=[CH:30][C:29]([S:32]([O:35]CCC2(C)CCC3C(=C(C)C(C)=C(OCC4C=CC=CC=4)C=3C)O2)(=[O:34])=[O:33])=[CH:28][CH:27]=1>>[CH2:1]([O:8][C:9]1[C:10]([CH3:25])=[C:11]2[C:16](=[C:17]([CH3:20])[C:18]=1[CH3:19])[O:15][C:14]([CH3:24])([CH2:21][CH2:22][OH:23])[CH2:13][CH2:12]2)[C:2]1[CH:7]=[CH:6][CH:5]=[CH:4][CH:3]=1.[C:26]1([CH3:60])[CH:27]=[CH:28][C:29]([S:32]([O-:35])(=[O:33])=[O:34])=[CH:30][CH:31]=1 |f:2.3|. Reported procedure: Using the procedure of Example 8, rac.-6-benzyloxy-2,5,7,8-tetramethylchroman-2ethanol was converted into rac.-6-benzyloxy-2,5,7,8-tetramethylchroman-2-ethanol p-toluenesulfonate which was obtained in essentially quantitative yield as a pale-pink glass. Starting materials: C(C)(C)(C)OC(=O)N1CCN(CC1)C1=C(C=C(C=C1)C(F)(F)F)C#N (4-(2-cyano-4-trifluoromethyl-phenyl)-piperazine-1-carboxylic acid tert-butyl ester), [H][H] (hydrogen). Reagents/catalysts: [Ni] (Raney Nickel). The solvent is N.CCO (NH3 EtOH). Reaction conditions: time 30 minute. The product is C(C)(C)(C)OC(=O)N1CCN(CC1)C1=C(C=C(C=C1)C(F)(F)F)CN (4-(2-Aminomethyl-4-trifluoromethyl-phenyl)-piperazine-1-carboxylic acid tert-butyl ester). Yield: 98.1%. RXN SMILES: [C:1]([O:5][C:6]([N:8]1[CH2:13][CH2:12][N:11]([C:14]2[CH:19]=[CH:18][C:17]([C:20]([F:23])([F:22])[F:21])=[CH:16][C:15]=2[C:24]#[N:25])[CH2:10][CH2:9]1)=[O:7])([CH3:4])([CH3:3])[CH3:2].[H][H]>N.CCO.[Ni]>[C:1]([O:5][C:6]([N:8]1[CH2:13][CH2:12][N:11]([C:14]2[CH:19]=[CH:18][C:17]([C:20]([F:21])([F:22])[F:23])=[CH:16][C:15]=2[CH2:24][NH2:25])[CH2:10][CH2:9]1)=[O:7])([CH3:4])([CH3:2])[CH3:3] |f:2.3|. Reported procedure: To a solution 4-(2-cyano-4-trifluoromethyl-phenyl)-piperazine-1-carboxylic acid tert-butyl ester (150 mg, 0.42 mmol) in NH3/EtOH (2M, 10 mL) was added Raney Nickel (3 mL slurry in water). The atmosphere was exchanged with hydrogen via balloon and the mixture was allowed to stir for 30 min. After this time the mixture was filtered through celite and concentrated to yield the title compound (148 mg). m/z (M+1) 360.23.